From a dataset of the Open Reaction Database (ORD), a public repository of structured organic reaction records. describe an organic reaction: reactants, conditions, products, and yield Starting materials: CC(C)(C)OC(=O)NC1CCC(Oc2cccc3cncc(Br)c23)CC1, CC(C)(C)P(c1ccccc1-c1ccccc1)C(C)(C)C, CC(C)(C)[O-], N, [Na+], C1COCCO1, O=C(C=Cc1ccccc1)C=Cc1ccccc1, O=C(C=Cc1ccccc1)C=Cc1ccccc1, O=C(C=Cc1ccccc1)C=Cc1ccccc1, [Pd], [Pd]. Yields the product CC(C)(C)OC(=O)NC1CCC(Oc2cccc3cncc(N)c23)CC1. As a reaction SMILES: [C:1]([CH3:2])([CH3:3])([CH3:4])[O:5][C:6](=[O:7])[NH:8][CH:9]1[CH2:10][CH2:11][CH:12]([O:15][c:16]2[c:17]3[c:18]([Br:26])[cH:19][n:20][cH:21][c:22]3[cH:23][cH:24][cH:25]2)[CH2:13][CH2:14]1.[C:27]([P:28]([C:29]([CH3:30])([CH3:31])[CH3:32])[c:33]1[cH:34][cH:35][cH:36][cH:37][c:38]1-[c:39]1[cH:40][cH:41][cH:42][cH:43][cH:44]1)([CH3:45])([CH3:46])[CH3:47].[CH3:48][C:49]([CH3:50])([O-:51])[CH3:52].[NH3:60].[Na+:53].[O:54]1[CH2:55][CH2:56][O:57][CH2:58][CH2:59]1.[O:63]=[C:64]([CH:65]=[CH:66][c:67]1[cH:68][cH:69][cH:70][cH:71][cH:72]1)[CH:73]=[CH:74][c:75]1[cH:76][cH:77][cH:78][cH:79][cH:80]1.[O:81]=[C:82]([CH:83]=[CH:84][c:85]1[cH:86][cH:87][cH:88][cH:89][cH:90]1)[CH:91]=[CH:92][c:93]1[cH:94][cH:95][cH:96][cH:97][cH:98]1.[O:99]=[C:100]([CH:101]=[CH:102][c:103]1[cH:104][cH:105][cH:106][cH:107][cH:108]1)[CH:109]=[CH:110][c:111]1[cH:112][cH:113][cH:114][cH:115][cH:116]1.[Pd:61].[Pd:62]>>[C:1]([CH3:2])([CH3:3])([CH3:4])[O:5][C:6](=[O:7])[NH:8][CH:9]1[CH2:10][CH2:11][CH:12]([O:15][c:16]2[c:17]3[c:18]([NH2:60])[cH:19][n:20][cH:21][c:22]3[cH:23][cH:24][cH:25]2)[CH2:13][CH2:14]1. The reactants are COC(=O)C(N)C(C)c1ccc(Cl)c(Cl)c1, O=C(O)c1ccc(I)cc1NS(=O)(=O)c1c(F)cccc1F. Product: COC(=O)C(NC(=O)c1ccc(I)cc1NS(=O)(=O)c1c(F)cccc1F)C(C)c1ccc(Cl)c(Cl)c1. Reaction SMILES: [CH3:23][O:24][C:25]([CH:26]([CH:27]([CH3:28])[c:29]1[cH:30][c:31]([Cl:36])[c:32]([Cl:35])[cH:33][cH:34]1)[NH2:37])=[O:38].[F:1][c:2]1[c:3]([S:9](=[O:10])(=[O:11])[NH:12][c:13]2[c:14]([C:15](=[O:16])[OH:17])[cH:18][cH:19][c:20]([I:22])[cH:21]2)[c:4]([F:8])[cH:5][cH:6][cH:7]1>>[F:1][c:2]1[c:3]([S:9](=[O:10])(=[O:11])[NH:12][c:13]2[c:14]([C:15](=[O:17])[NH:37][CH:26]([C:25]([O:24][CH3:23])=[O:38])[CH:27]([CH3:28])[c:29]3[cH:30][c:31]([Cl:36])[c:32]([Cl:35])[cH:33][cH:34]3)[cH:18][cH:19][c:20]([I:22])[cH:21]2)[c:4]([F:8])[cH:5][cH:6][cH:7]1. The reactants are O=C1OC(C(N1C(=O)OC(C)(C)C)CC1=CC(=CC=C1)OC(C(F)F)(F)F)C=1N=C(SC1)C1=CC=CC=C1 (tert-butyl (4RS,5RS)-2-oxo-5-(2-phenyl-1,3-thiazol-4-yl)-4-[3-(1,1,2,2-tetrafluoroethoxy)benzyl]-1,3-oxazolidine-3-carboxylate), [OH-].[Na+] (sodium hydroxide). Product: OC(C(CC1=CC(=CC=C1)OC(C(F)F)(F)F)NC(OC(C)(C)C)=O)C=1N=C(SC1)C1=CC=CC=C1 (tert-butyl (1RS,2RS)-2-hydroxy-2-(2-phenyl-1,3-thiazol-4-yl)-1-[3-(1,1,2,2-tetrafluoroethoxy)benzyl]ethylcarbamate). As a reaction SMILES: O=C1[N:6]([C:7]([O:9][C:10]([CH3:13])([CH3:12])[CH3:11])=[O:8])[CH:5]([CH2:14][C:15]2[CH:20]=[CH:19][CH:18]=[C:17]([O:21][C:22]([F:27])([F:26])[CH:23]([F:25])[F:24])[CH:16]=2)[CH:4]([C:28]2[N:29]=[C:30]([C:33]3[CH:38]=[CH:37][CH:36]=[CH:35][CH:34]=3)[S:31][CH:32]=2)[O:3]1.[OH-].[Na+]>CO.O>[OH:3][CH:4]([C:28]1[N:29]=[C:30]([C:33]2[CH:34]=[CH:35][CH:36]=[CH:37][CH:38]=2)[S:31][CH:32]=1)[CH:5]([NH:6][C:7](=[O:8])[O:9][C:10]([CH3:13])([CH3:12])[CH3:11])[CH2:14][C:15]1[CH:20]=[CH:19][CH:18]=[C:17]([O:21][C:22]([F:26])([F:27])[CH:23]([F:24])[F:25])[CH:16]=1 |f:1.2|. The yield is 56.9%. Run in O (water), CO (methanol). Procedure: To a solution of tert-butyl (4RS,5RS)-2-oxo-5-(2-phenyl-1,3-thiazol-4-yl)-4-[3-(1,1,2,2-tetrafluoroethoxy)benzyl]-1,3-oxazolidine-3-carboxylate (3.17 g, 5.74 mmol) in methanol (60 ml) was added 1N sodium hydroxide (6.9 ml, 6.9 mmol), and the mixture was stirred overnight at room temperature. The mixture was diluted with water and extracted with ethyl acetate. The organic layer was washed with saturated brine, dried over anhydrous magnesium sulfate, filtered and concentrated under reduced pressur... Run at time 8 hour. Reactants: CC1=C(C=2C=C(C=CC2N1C(=O)C=3C=CC(=CC3)Cl)OC)CC(=O)O (indometacin), C([O-])([O-])=O.[K+].[K+] (potassium carbonate), ClCC(=O)OCC(C)=C (methallyl chloroacetate). Reagents/catalysts: [Cl-].C(C1=CC=CC=C1)[N+](CC)(CC)CC (benzyltriethylammonium chloride). Solvent: CC(=O)C (acetone). Reaction conditions: time 3 hour. The product is ClC1=CC=C(C(=O)N2C(=C(C3=CC(=CC=C23)OC)CC(=O)OCC(=O)OCC(C)=C)C)C=C1 (Methallyl 1-(4-chlorobenzoyl)-5-methoxy-2-methyl-3-indoleacetoxyacetate). As a reaction SMILES: [CH3:1][C:2]1[N:10]([C:11]([C:13]2[CH:14]=[CH:15][C:16]([Cl:19])=[CH:17][CH:18]=2)=[O:12])[C:9]2[CH:8]=[CH:7][C:6]([O:20][CH3:21])=[CH:5][C:4]=2[C:3]=1[CH2:22][C:23]([OH:25])=[O:24].C(=O)([O-])[O-].[K+].[K+].Cl[CH2:33][C:34]([O:36][CH2:37][C:38](=[CH2:40])[CH3:39])=[O:35]>[Cl-].C([N+](CC)(CC)CC)C1C=CC=CC=1.CC(C)=O>[Cl:19][C:16]1[CH:15]=[CH:14][C:13]([C:11]([N:10]2[C:9]3[C:4](=[CH:5][C:6]([O:20][CH3:21])=[CH:7][CH:8]=3)[C:3]([CH2:22][C:23]([O:25][CH2:33][C:34]([O:36][CH2:37][C:38](=[CH2:39])[CH3:40])=[O:35])=[O:24])=[C:2]2[CH3:1])=[O:12])=[CH:18][CH:17]=1 |f:1.2.3,5.6|. Procedure details: 10 g of indometacin, 4.0 g of potassium carbonate, 0.4 g of benzyltriethylammonium chloride and 60 ml of acetone are stirred for 30 minutes at 56° C. After addition of methallyl chloroacetate, stirring is continued for 3 hours at 40° C. (check by thin layer chromatography).